Dataset: the Open Reaction Database (ORD), a public repository of structured organic reaction records. Task: describe an organic reaction: reactants, conditions, products, and yield The reactants are COc1ccc(CC2COC(=O)C2Cc2ccc(OC(=O)Cl)c(OC)c2)cc1OC, C1CCNC1, [Cl-], ClCCl, [NH4+]. Product: COc1ccc(CC2COC(=O)C2Cc2ccc(OC(=O)N3CCCC3)c(OC)c2)cc1OC. RXN SMILES: [C:1]([O:2][c:3]1[c:4]([O:27][CH3:28])[cH:5][c:6]([CH2:9][CH:10]2[C:11](=[O:26])[O:12][CH2:13][CH:14]2[CH2:15][c:16]2[cH:17][c:18]([O:24][CH3:25])[c:19]([O:22][CH3:23])[cH:20][cH:21]2)[cH:7][cH:8]1)(=[O:29])[Cl:30].[CH2:31]1[CH2:32][CH2:33][NH:34][CH2:35]1.[Cl-:36].[Cl:38][CH2:39][Cl:40].[NH4+:37]>>[C:1]([O:2][c:3]1[c:4]([O:27][CH3:28])[cH:5][c:6]([CH2:9][CH:10]2[C:11](=[O:26])[O:12][CH2:13][CH:14]2[CH2:15][c:16]2[cH:17][c:18]([O:24][CH3:25])[c:19]([O:22][CH3:23])[cH:20][cH:21]2)[cH:7][cH:8]1)(=[O:29])[N:34]1[CH2:33][CH2:32][CH2:31][CH2:35]1. The reactants are C(CCC)NC1=C(C=CC=C1)N (N-butyl-2-aminoaniline), COC=1C(C=C(C(C1)=O)OC)=O (2,5-dimethoxybenzoquinone). Solvent: C(C)(=O)O (acetic acid). Product: C(CCC)N1C=2C=CC=CC2N=C2C=C3N(C4=CC=CC=C4N=C3C=C12)CCCC (5,12-dibutyl-5,12-dihydro-5,7,12,14-tetraazapentacene). The yield is 98.4%. RXN SMILES: [CH2:1]([NH:5][C:6]1[CH:11]=[CH:10][CH:9]=[CH:8][C:7]=1[NH2:12])[CH2:2][CH2:3][CH3:4].CO[C:15]1[C:16](=O)[CH:17]=[C:18](OC)[C:19](=O)[CH:20]=1>C(O)(=O)C>[CH2:1]([N:5]1[C:18]2[C:19]([CH:20]=[C:15]3[C:16]([CH:17]=2)=[N:12][C:7]2[C:6](=[CH:11][CH:10]=[CH:9][CH:8]=2)[N:5]3[CH2:1][CH2:2][CH2:3][CH3:4])=[N:12][C:7]2[CH:8]=[CH:9][CH:10]=[CH:11][C:6]1=2)[CH2:2][CH2:3][CH3:4]. Procedure details: 1.65 g (10 mmol) N-butyl-2-aminoaniline and 0.84 g (5 mmol) 2,5-dimethoxybenzoquinone i 50 ml glacial acetic acid are heated to boiling under reflux for three hours followed by evaporation to dryness. The darkblue powder is treated with 50 ml 10% ammonia solution and washed thoroughly with water, ethanol, and acetone (10 ml). After a thorough drying under vacuum, 1.95 g (95%) 5,12-dibutyl-5,12-dihydro-5,7,12,14-tetraazapentacene is obtained. The reactants are FC(C(=O)O)(F)F (trifluoroacetic acid), C([O-])([O-])=O.[Na+].[Na+] (sodium carbonate), OC1C(C(NC2=CC=C(C=C12)C(=O)OC)C1=CC(=CC=C1)OC(C(=O)OC)(C)C)(C)C (methyl 4-hydroxy-2-(3-(1-methoxy-2-methyl-1-oxopropan-2-yloxy)phenyl)-3,3-dim ethyl-1,2,3,4-tetrahydroquinoline-6-carboxylate), C(C)[SiH](CC)CC (triethylsilane). Solvent: ClCCl (dichloromethane), ClCCl (dichloromethane). The product is COC(C(C)(OC=1C=C(C=CC1)C1NC2=CC=C(C=C2CC1(C)C)C(=O)OC)C)=O (methyl 2-(3-(1-methoxy-2-methyl-1-oxopropan-2-yloxy)phenyl)-3,3-dimethyl-1,2,3,4-tetrahydroquinoline-6-carboxylate). The yield is 47.0%. Reaction SMILES: O[CH:2]1[C:11]2[C:6](=[CH:7][CH:8]=[C:9]([C:12]([O:14][CH3:15])=[O:13])[CH:10]=2)[NH:5][CH:4]([C:16]2[CH:21]=[CH:20][CH:19]=[C:18]([O:22][C:23]([CH3:29])([CH3:28])[C:24]([O:26][CH3:27])=[O:25])[CH:17]=2)[C:3]1([CH3:31])[CH3:30].C([SiH](CC)CC)C.FC(F)(F)C(O)=O.C(=O)([O-])[O-].[Na+].[Na+]>ClCCl>[CH3:27][O:26][C:24](=[O:25])[C:23]([CH3:29])([O:22][C:18]1[CH:17]=[C:16]([CH:4]2[C:3]([CH3:31])([CH3:30])[CH2:2][C:11]3[C:6](=[CH:7][CH:8]=[C:9]([C:12]([O:14][CH3:15])=[O:13])[CH:10]=3)[NH:5]2)[CH:21]=[CH:20][CH:19]=1)[CH3:28] |f:3.4.5|. Procedure details: A mixture of methyl 4-hydroxy-2-(3-(1-methoxy-2-methyl-1-oxopropan-2-yloxy)phenyl)-3,3-dim ethyl-1,2,3,4-tetrahydroquinoline-6-carboxylate (510 mg, 1.19 mmol) and triethylsilane (400 mg, 3.44 mmol) in dichloromethane (6 mL) was stirred and cooled with a ice bath. A solution of trifluoroacetic acid (554 mg, 4.86 mmol) in dichloromethane (6 mL) was added slowly to the mixture. The reaction mixture was treated with sodium carbonate, and stirred for 30 min. The mixture was filtered, and the filtrate... Procedure details: The title compound was synthesized following the method herein described for the compound of Example 106 but replacing Compound 22d for Compound 27c. After the usual work-up procedure the crude was purified by means of automated flash chromatography (Isolera®TM-Biotage; gradient Petroleum Ether-EtOAc from 7:3 to 3:7) giving 52 mg of the title compound giving pale yellow solid. Yield: 72.6%. RXN SMILES: [Cl:1][C:2]1[CH:3]=[C:4]([C:8]#[C:9][C:10]2[CH2:11][C:12]3([O:24][N:25]=2)[CH2:16][CH2:15][N:14]([C:17]([N:19]2[CH2:23][CH2:22][CH2:21][CH2:20]2)=[O:18])[CH2:13]3)[CH:5]=[CH:6][CH:7]=1.Cl[C:27]1C=C(C#CC2CC3(CCN(C(OC(C)(C)C)=O)C3)ON=2)C=CC=1>>[Cl:1][C:2]1[CH:3]=[C:4]([C:8]#[C:9][C:10]2[CH2:11][C:12]3([CH2:27][CH2:13][N:14]([C:17]([N:19]4[CH2:20][CH2:21][CH2:22][CH2:23]4)=[O:18])[CH2:15][CH2:16]3)[O:24][N:25]=2)[CH:5]=[CH:6][CH:7]=1. Reactants: ClC=1C=C(C=CC1)C#CC=1CC2(CN(CC2)C(=O)N2CCCC2)ON1 ([7-[2-(3-Chlorophenyl)ethynyl]-9-oxa-3,8-diazaspiro[4.4]non-7-en-3-yl]-pyrrolidin-1-yl-methanone), ClC=1C=C(C=CC1)C#CC1=NOC2(C1)CN(CC2)C(=O)OC(C)(C)C (Tert-butyl 3-[(3-chlorophenyl)ethynyl]-1-oxa-2,7-diazaspiro[4.4]non-2-ene-7-carboxylate). Product: ClC=1C=C(C=CC1)C#CC=1CC2(ON1)CCN(CC2)C(=O)N2CCCC2 ([2-[2-(3-Chlorophenyl)ethynyl]-4-oxa-3,8-diazaspiro[4.5]dec-2-en-8-yl]-pyrrolidin-1-yl-methanone). The reactants are C, CNC1=NC(=O)C(C(C)c2c[nH]c3cccc(OCc4ccccc4)c23)O1, CCO, C1CCOC1, [Pd]. Yields the product CNC1=NC(=O)C(C(C)c2c[nH]c3cccc(O)c23)O1. As a reaction SMILES: [C:36].[CH2:1]([c:2]1[cH:3][cH:4][cH:5][cH:6][cH:7]1)[O:8][c:9]1[c:10]2[c:11]([CH:18]([CH3:19])[CH:20]3[C:21](=[O:27])[N:22]=[C:23]([NH:25][CH3:26])[O:24]3)[cH:12][nH:13][c:14]2[cH:15][cH:16][cH:17]1.[CH3:28][CH2:29][OH:30].[O:31]1[CH2:32][CH2:33][CH2:34][CH2:35]1.[Pd:37]>>[OH:8][c:9]1[c:10]2[c:11]([CH:18]([CH3:19])[CH:20]3[C:21](=[O:27])[N:22]=[C:23]([NH:25][CH3:26])[O:24]3)[cH:12][nH:13][c:14]2[cH:15][cH:16][cH:17]1. Reactants: COc1ccccc1C(=O)Cl, [Cl-], Cl, NCCc1ccc(-c2ccc(O)cc2)cc1, [Na+], C1COCCO1, C1COCCO1, [OH-], O. Product: COc1ccccc1C(=O)NCCc1ccc(-c2ccc(O)cc2)cc1. As a reaction SMILES: [CH3:19][O:20][c:21]1[c:22]([C:23](=[O:24])[Cl:25])[cH:26][cH:27][cH:28][cH:29]1.[Cl-:30].[ClH:31].[NH2:1][CH2:2][CH2:3][c:4]1[cH:5][cH:6][c:7](-[c:10]2[cH:11][cH:12][c:13]([OH:16])[cH:14][cH:15]2)[cH:8][cH:9]1.[Na+:18].[O:32]1[CH2:33][CH2:34][O:35][CH2:36][CH2:37]1.[O:38]1[CH2:39][CH2:40][O:41][CH2:42][CH2:43]1.[OH-:17].[OH2:44]>>[NH:1]([CH2:2][CH2:3][c:4]1[cH:5][cH:6][c:7](-[c:10]2[cH:11][cH:12][c:13]([OH:16])[cH:14][cH:15]2)[cH:8][cH:9]1)[C:23]([c:22]1[c:21]([O:20][CH3:19])[cH:29][cH:28][cH:27][cH:26]1)=[O:24]. Starting materials: C(#N)C1(CCCC1)C=1C=CC(=C(C=O)C1)OC (5-(1-Cyanocyclopentyl)-2-methoxybenzaldehyde), Cl.Cl.C1(=CC=CC=C1)[C@@H]1NCCC[C@@H]1N ((2S,3S)-2-Phenylpiperidin-3-amine Dihydrochloride), Cl.Cl.C(#N)C1(CC1)C=1C=CC(=C(CN[C@@H]2[C@@H](NCCC2)C2=CC=CC=C2)C1)OC ((2S,3S)-3-(5-(1-Cyanocyclopropyl)-2-methoxybenzyl)amino-2-phenylpiperidine dihydrochloride). The product is Cl.Cl.C(#N)C1(CCCC1)C=1C=CC(=C(CN[C@@H]2[C@@H](NCCC2)C2=CC=CC=C2)C1)OC ((2S,3S)-3-(5-(1-Cyanocyclopentyl)-2-methoxybenzyl)amino-2-phenylpiperidine Dihydrochloride). As a reaction SMILES: [C:1]([C:3]1([C:8]2[CH:9]=[CH:10][C:11]([O:16][CH3:17])=[C:12]([CH:15]=2)[CH:13]=O)[CH2:7][CH2:6][CH2:5][CH2:4]1)#[N:2].[ClH:18].Cl.[C:20]1([C@H:26]2[C@@H:31]([NH2:32])[CH2:30][CH2:29][CH2:28][NH:27]2)[CH:25]=[CH:24][CH:23]=[CH:22][CH:21]=1.Cl.Cl.C(C1(C2C=CC(OC)=C(C=2)CN[C@H]2CCCN[C@H]2C2C=CC=CC=2)CC1)#N>>[ClH:18].[ClH:18].[C:1]([C:3]1([C:8]2[CH:9]=[CH:10][C:11]([O:16][CH3:17])=[C:12]([CH:15]=2)[CH2:13][NH:32][C@H:31]2[CH2:30][CH2:29][CH2:28][NH:27][C@H:26]2[C:20]2[CH:25]=[CH:24][CH:23]=[CH:22][CH:21]=2)[CH2:7][CH2:6][CH2:5][CH2:4]1)#[N:2] |f:1.2.3,4.5.6,7.8.9|. Reported procedure: This compound was prepared from Compound 51 and Compound 3 in the same manner of Compound 5.